Dataset: the Open Reaction Database (ORD), a public repository of structured organic reaction records. Task: describe an organic reaction: reactants, conditions, products, and yield Starting materials: OC(CN)C=1N=C(SC1)C (2-hydroxy-2-(2-methyl-thiazol-4-yl)ethanamine), C(=O)(OC)C=C(C)C1=CC=C(C=C1)CC(C)=O (1-[4-(2-carbomethoxy-1-methylethenyl)phenyl]propan-2-one). Product: C(=O)(OC)C=C(C)C1=CC=C(C=C1)CC(C)NCC(C=1N=C(SC1)C)O (N-[2-(4-(2-Carbomethoxy-1-methylethenyl)phenyl)-1-methylethyl]-2-hydroxy-2-(2-methyl-thiazol-4-yl)ethanamine). As a reaction SMILES: [OH:1][CH:2]([C:5]1[N:6]=[C:7]([CH3:10])[S:8][CH:9]=1)[CH2:3][NH2:4].[C:11]([CH:15]=[C:16]([C:18]1[CH:23]=[CH:22][C:21]([CH2:24][C:25](=O)[CH3:26])=[CH:20][CH:19]=1)[CH3:17])([O:13][CH3:14])=[O:12]>>[C:11]([CH:15]=[C:16]([C:18]1[CH:23]=[CH:22][C:21]([CH2:24][CH:25]([NH:4][CH2:3][CH:2]([OH:1])[C:5]2[N:6]=[C:7]([CH3:10])[S:8][CH:9]=2)[CH3:26])=[CH:20][CH:19]=1)[CH3:17])([O:13][CH3:14])=[O:12]. Reported procedure: Prepared analogously to Example 13 by reaction of 2-hydroxy-2-(2-methyl-thiazol-4-yl)ethanamine with 1-[4-(2-carbomethoxy-1-methylethenyl)phenyl]propan-2-one followed by purification of the base on a silica gel column using toluene/methanol=19:1 as eluant. The reactants are C([O-])([O-])=O.[K+].[K+] (potassium carbonate), [I-].[K+] (potassium iodide), ClCC=1OC(OC1C)=O (4-chloromethyl-5-methyl-1,3-dioxol-2-one), C(C)OC(=O)C1=C(N=C(N1)CCC)C(C)(C)O (4-(1-Hydroxy-1-methylethyl)-2-Propyl-1H-imidazole-5-carboxylic acid ethyl ester), C1(=CC=CC=C1)C(N1N=NN=C1C1=C(C=CC=C1)C1=CC=C(C=C1)CBr)(C1=CC=CC=C1)C1=CC=CC=C1 (N-(triphenylmethyl)-5-(4′-bromomethylbiphenyl-2-yl)tetrazole), C([O-])([O-])=O.[K+].[K+] (potassium carbonate). Product: CCCC1=NC(=C(N1CC=2C=CC(=CC2)C=3C=CC=CC3C=4NN=NN4)C(=O)O)C(C)(C)O (Olmesartan). Run in CC(=O)C (acetone), C1(=CC=CC=C1)C (toluene), CC(=O)C (acetone). RXN SMILES: C([O:3][C:4]([C:6]1[NH:10][C:9]([CH2:11][CH2:12][CH3:13])=[N:8][C:7]=1[C:14]([OH:17])([CH3:16])[CH3:15])=[O:5])C.C1(C(C2C=CC=CC=2)(C2C=CC=CC=2)[N:25]2[C:29]([C:30]3[CH:35]=[CH:34][CH:33]=[CH:32][C:31]=3[C:36]3[CH:41]=[CH:40][C:39]([CH2:42]Br)=[CH:38][CH:37]=3)=[N:28][N:27]=[N:26]2)C=CC=CC=1.C(=O)([O-])[O-].[K+].[K+].[I-].[K+].ClCC1OC(=O)OC=1C>[Br-].C([N+](CCCC)(CCCC)CCCC)CCC.CC(C)=O.C1(C)C=CC=CC=1>[CH3:13][CH2:12][CH2:11][C:9]1[N:10]([CH2:42][C:39]2[CH:38]=[CH:37][C:36]([C:31]3[CH:32]=[CH:33][CH:34]=[CH:35][C:30]=3[C:29]3[NH:28][N:27]=[N:26][N:25]=3)=[CH:41][CH:40]=2)[C:6]([C:4]([OH:3])=[O:5])=[C:7]([C:14]([OH:17])([CH3:15])[CH3:16])[N:8]=1 |f:2.3.4,5.6,8.9|. Conditions: temperature 35 celsius, time 3 hour. Procedure: 4-(1-Hydroxy-1-methylethyl)-2-Propyl-1H-imidazole-5-carboxylic acid ethyl ester (100 g), N-(triphenylmethyl)-5-(4′-bromomethylbiphenyl-2-yl)tetrazole (250 g), potassium carbonate (170 g) & tetra butyl ammonium bromide (15 g) in acetone (2.5 L) were refluxed for 15 hours. The reaction mass was cooled & filtered to remove the salts. Salts were washed with acetone (300 ml). Acetone from combined filtrate was distilled completely & residue was refluxed with acetonitrile (500 ml). The reaction mass w... The reagents and catalysts are [Br-].C(CCC)[N+](CCCC)(CCCC)CCCC (tetra butyl ammonium bromide). The reactants are CS(=O)(=O)C1=NC(=C(C(=N1)OC1=CC(=C(C=C1)F)F)C1=CC=C(C=C1)Cl)C1=C(C=C(C=C1)Cl)Cl (2-Methylsulfonyl-4-(3,4-difluorophenoxy)-5-(4-chlorophenyl)-6-(2,4-dichlorophenyl)pyrimidine), C(CCC)[Li] (n-butyl lithium), C(C)(C)O (isopropyl alcohol). Product: C(C)(C)OC1=NC(=C(C(=N1)OC1=CC(=C(C=C1)F)F)C1=CC=C(C=C1)Cl)C1=C(C=C(C=C1)Cl)Cl (2-(Isopropyloxy)-4-(3,4-difluorophenoxy)-5-(4-chlorophenyl)-6-(2,4-dichlorophenyl)pyrimidine). Reaction SMILES: CS([C:5]1[N:10]=[C:9]([O:11][C:12]2[CH:17]=[CH:16][C:15]([F:18])=[C:14]([F:19])[CH:13]=2)[C:8]([C:20]2[CH:25]=[CH:24][C:23]([Cl:26])=[CH:22][CH:21]=2)=[C:7]([C:27]2[CH:32]=[CH:31][C:30]([Cl:33])=[CH:29][C:28]=2[Cl:34])[N:6]=1)(=O)=O.C([Li])CCC.[CH:40]([OH:43])([CH3:42])[CH3:41]>>[CH:40]([O:43][C:5]1[N:10]=[C:9]([O:11][C:12]2[CH:17]=[CH:16][C:15]([F:18])=[C:14]([F:19])[CH:13]=2)[C:8]([C:20]2[CH:25]=[CH:24][C:23]([Cl:26])=[CH:22][CH:21]=2)=[C:7]([C:27]2[CH:32]=[CH:31][C:30]([Cl:33])=[CH:29][C:28]=2[Cl:34])[N:6]=1)([CH3:42])[CH3:41]. Procedure: 2-Methylsulfonyl-4-(3,4-difluorophenoxy)-5-(4-chlorophenyl)-6-(2,4-dichlorophenyl)pyrimidine from Example 20 (30 mg, 0.06 mmol) with 2 equivalents each of n-butyl lithium and isopropyl alcohol by the procedure described in Reference Example 6 and 7 to afford the title compound: HPLC/MS: m/e=521 (M++1); Rt=4.93 min. 1H-NMR 400 MHz (CDCl3): δ 1.33 (d, J=6 Hz, 6H), 5.02-5.09 (m, 1H), 6.90-6.94 (m, 1H), 7.04-7.10 (m, 1H), 7.12-7.28 (m, 7H), 7.35 (d, J=2 Hz, 1H). The reactants are ClC(Cl)Cl, CCOC(=O)CN(CC(OCC)OCC)S(=O)(=O)c1ccc2cc(Cl)ccc2c1, [Na+], O, O=C(O)C(F)(F)F, O=C([O-])O. The product is CCOC(=O)CN(CC=O)S(=O)(=O)c1ccc2cc(Cl)ccc2c1. RXN SMILES: [CH:43]([Cl:44])([Cl:45])[Cl:46].[Cl:9][c:10]1[cH:11][c:12]2[cH:13][cH:14][c:15]([S:20](=[O:21])(=[O:22])[N:23]([CH2:24][C:25](=[O:26])[O:27][CH2:28][CH3:29])[CH2:30][CH:31]([O:32][CH2:36][CH3:37])[O:33][CH2:34][CH3:35])[cH:16][c:17]2[cH:18][cH:19]1.[Na+:38].[OH2:8].[OH:1][C:2]([C:3]([F:4])([F:5])[F:6])=[O:7].[OH:39][C:40](=[O:41])[O-:42]>>[Cl:9][c:10]1[cH:11][c:12]2[cH:13][cH:14][c:15]([S:20](=[O:21])(=[O:22])[N:23]([CH2:24][C:25](=[O:26])[O:27][CH2:28][CH3:29])[CH2:30][CH:31]=[O:32])[cH:16][c:17]2[cH:18][cH:19]1. Starting materials: C1(CCCC1)C=1C(=CC(=C(C#N)C1)[N+](=O)[O-])O (5-cyclopentyl-4-hydroxy-2-nitrobenzonitrile). Reagents/catalysts: [Pd] (Pd/C). Run in C(C)O (ethanol). Run at time 2 hour. Yields the product NC1=C(C#N)C=C(C(=C1)O)C1CCCC1 (2-amino-5-cyclopentyl-4-hydroxybenzonitrile). The yield is 98.9%. As a reaction SMILES: [CH:1]1([C:6]2[C:7]([OH:17])=[CH:8][C:9]([N+:14]([O-])=O)=[C:10]([CH:13]=2)[C:11]#[N:12])[CH2:5][CH2:4][CH2:3][CH2:2]1>C(O)C.[Pd]>[NH2:14][C:9]1[CH:8]=[C:7]([OH:17])[C:6]([CH:1]2[CH2:2][CH2:3][CH2:4][CH2:5]2)=[CH:13][C:10]=1[C:11]#[N:12]. Procedure details: A flask containing 10% Pd/C (4 mg) was evacuated and placed under a N2 atmosphere and suspended in ethanol (2 mL). To this was added 5-cyclopentyl-4-hydroxy-2-nitrobenzonitrile (42 mg, 0.18 mmol) as a solution in ethanol (1.5 mL). The reaction was stirred under H2 atmosphere for 2 h, then filtered and concentrated in vacuo to provide 2-amino-5-cyclopentyl-4-hydroxybenzonitrile as a yellow oil (36 mg, quantitative yield). LC/MS m/z 203.1 [M+H]+. The reactants are C1(CC=CCC1)N (cyclohex-3-enylamine), C1(CCCCC1)=O (cyclohexanone), C(=O)(C=1NC=CN1)C=1NC=CN1 (carbonyl diimidazole), NC=1SC=CN1 (2-aminothiazole). The product is C1(CC=CCC1)NC1CCCCC1 (Cyclohex-3-enyl-cyclohexylamine), C1(CC=CCC1)N(C(=O)NC=1SC=CN1)C1CCCCC1 (1-Cyclohex-3-enyl-1-cyclohexyl-3-thiazol-2-yl-urea). RXN SMILES: [CH:1]1([NH2:7])[CH2:6][CH2:5][CH:4]=[CH:3][CH2:2]1.[C:8]1(=O)[CH2:13][CH2:12][CH2:11][CH2:10][CH2:9]1.[C:15](C1NC=CN=1)(C1NC=CN=1)=[O:16].[NH2:27][C:28]1[S:29][CH:30]=[CH:31][N:32]=1>>[CH:1]1([NH:7][CH:8]2[CH2:13][CH2:12][CH2:11][CH2:10][CH2:9]2)[CH2:6][CH2:5][CH:4]=[CH:3][CH2:2]1.[CH:1]1([N:7]([CH:8]2[CH2:13][CH2:12][CH2:11][CH2:10][CH2:9]2)[C:15]([NH:27][C:28]2[S:29][CH:30]=[CH:31][N:32]=2)=[O:16])[CH2:6][CH2:5][CH:4]=[CH:3][CH2:2]1. Reported procedure: Cyclohex-3-enyl-cyclohexylamine was prepared by reductive amination of cyclohex-3-enylamine and cyclohexanone using general procedure (B). Reaction with carbonyl diimidazole and 2-aminothiazole using general procedure (A) gave the title compound.